Dataset: the Open Reaction Database (ORD), a public repository of structured organic reaction records. Task: describe an organic reaction: reactants, conditions, products, and yield Reactants: CCOC(=O)C(Cc1ccc([N+](=O)[O-])s1)NC(=O)OC(C)(C)C, CCO. Product: CCOC(=O)C(Cc1ccc(N)s1)NC(=O)OC(C)(C)C. As a reaction SMILES: [C:1]([CH3:2])([CH3:3])([CH3:4])[O:5][C:6](=[O:7])[NH:8][CH:9]([CH2:10][c:11]1[s:12][c:13]([N+:16]([O-:17])=[O:18])[cH:14][cH:15]1)[C:19](=[O:20])[O:21][CH2:22][CH3:23].[CH3:24][CH2:25][OH:26]>>[C:1]([CH3:2])([CH3:3])([CH3:4])[O:5][C:6](=[O:7])[NH:8][CH:9]([CH2:10][c:11]1[s:12][c:13]([NH2:16])[cH:14][cH:15]1)[C:19](=[O:20])[O:21][CH2:22][CH3:23]. The reactants are NCC(=O)N(C1=CC(=CC=C1)OC)CC(=O)OC(C)(C)C (tert-butyl 2-[2-amino-N-(3-methoxyphenyl)acetamido]acetate), CC=1C=C(C=CC1)N=C=O (3-methylphenyl isocyanate). The product is COC=1C=C(C=CC1)N(C(CNC(=O)NC1=CC(=CC=C1)C)=O)CC(=O)OC(C)(C)C (tert-butyl 2-{N-(3-methoxyphenyl)-2-[3-(3-methylphenyl)ureido]acetamido}acetate). Yield: 65.9%. As a reaction SMILES: [NH2:1][CH2:2][C:3]([N:5]([CH2:14][C:15]([O:17][C:18]([CH3:21])([CH3:20])[CH3:19])=[O:16])[C:6]1[CH:11]=[CH:10][CH:9]=[C:8]([O:12][CH3:13])[CH:7]=1)=[O:4].[CH3:22][C:23]1[CH:24]=[C:25]([N:29]=[C:30]=[O:31])[CH:26]=[CH:27][CH:28]=1>>[CH3:13][O:12][C:8]1[CH:7]=[C:6]([N:5]([CH2:14][C:15]([O:17][C:18]([CH3:21])([CH3:20])[CH3:19])=[O:16])[C:3](=[O:4])[CH2:2][NH:1][C:30]([NH:29][C:25]2[CH:26]=[CH:27][CH:28]=[C:23]([CH3:22])[CH:24]=2)=[O:31])[CH:11]=[CH:10][CH:9]=1. Reported procedure: The procedure used is similar to that described in Example 1, but starting with tert-butyl 2-[2-amino-N-(3-methoxyphenyl)acetamido]acetate (2.3 g) and 3-methylphenyl isocyanate (1.1 g). The product obtained is purified by chromatography on silica (0.04-0.063 mm) (150 g) contained in a column 3.5 cm in diameter [eluent: cyclohexane/ethyl acetate (70:30 by volume)], using an excess pressure of nitrogen of 40 kPa and collecting 20-cc fractions. Fractions 10 to 16 are combined and concentrated to dr... Reactants: OC=1C=C(NC=C2C(OC(OC2=O)(C)C)=O)C=CC1OC (5-((3-hydroxy-4-methoxyanilino)methylene)-2,2-dimethyl-1,3dioxane-4,6-dione), [I-].[K+] (potassium iodide), N1(CCCC1)CCCCl (3-(pyrrolidin-1-yl)propyl chloride), C([O-])([O-])=O.[K+].[K+] (potassium carbonate). The solvent is CN(C)C=O (DMF), O (water). Run at temperature 80 celsius. Product: N1(CCCC1)CCCOC=1C=C(NC=C2C(OC(OC2=O)(C)C)=O)C=CC1OC (5-((3-(3-pyrrolidin-1-ylpropoxy)-4-methoxyanilino)methylene)-2,2-dimethyl-1,3-dioxane-4,6-dione). Yield: 37.0%. As a reaction SMILES: [OH:1][C:2]1[CH:3]=[C:4]([CH:17]=[CH:18][C:19]=1[O:20][CH3:21])[NH:5][CH:6]=[C:7]1[C:12](=[O:13])[O:11][C:10]([CH3:15])([CH3:14])[O:9][C:8]1=[O:16].[N:22]1([CH2:27][CH2:28][CH2:29]Cl)[CH2:26][CH2:25][CH2:24][CH2:23]1.C(=O)([O-])[O-].[K+].[K+].[I-].[K+]>CN(C=O)C.O>[N:22]1([CH2:27][CH2:28][CH2:29][O:1][C:2]2[CH:3]=[C:4]([CH:17]=[CH:18][C:19]=2[O:20][CH3:21])[NH:5][CH:6]=[C:7]2[C:12](=[O:13])[O:11][C:10]([CH3:14])([CH3:15])[O:9][C:8]2=[O:16])[CH2:26][CH2:25][CH2:24][CH2:23]1 |f:2.3.4,5.6|. Procedure details: A mixture of 5-((3-hydroxy-4-methoxyanilino)methylene)-2,2-dimethyl-1,3dioxane-4,6-dione (10 g, 34.1 mmol), (prepared as described for the starting material in Example 3), 3-(pyrrolidin-1-yl)propyl chloride (7.55 g, 51.1 mmol), (J. Am. Chem. Soc. 1955, 77, 2272), potassium carbonate (7.06 g, 51.1 mmol) and potassium iodide (600 mg, 3.41 mmol) in DMF (100 ml) was heated at 80° C. for 2 hours. The mixture was poured into water (800 ml) and the precipitate was collected by filtration. The solid was... Starting materials: CC=1N=C(OC1C)C1=CC=C(C=C1)Br (4-(4,5-dimethyloxazol-2-yl)-bromobenzene), C[Sn](C1=C(C=C(C=C1)N1CO[C@H](C1)CC(C(=O)N)=O)F)(C)C ((S)-3-(4-trimethylstannyl-3-fluorophenyl)-2-oxo-5-oxazolidinylmethyl acetamide). The product is CC=1N=C(OC1C)C1=CC=C(C=C1)C1=C(C=C(C=C1)N1CO[C@H](C1)CC(C(=O)N)=O)F ((S)-3-(4-(4-(4,5-dimethyloxazol-2-yl)phenyl)-3-fluorophenyl)-2-oxo-5-oxazolidinylmethyl acetamide). RXN SMILES: [CH3:1][C:2]1[N:3]=[C:4]([C:8]2[CH:13]=[CH:12][C:11](Br)=[CH:10][CH:9]=2)[O:5][C:6]=1[CH3:7].C[Sn](C)(C)[C:17]1[CH:22]=[CH:21][C:20]([N:23]2[CH2:27][C@H:26]([CH2:28][C:29](=[O:33])[C:30]([NH2:32])=[O:31])[O:25][CH2:24]2)=[CH:19][C:18]=1[F:34]>>[CH3:1][C:2]1[N:3]=[C:4]([C:8]2[CH:13]=[CH:12][C:11]([C:17]3[CH:22]=[CH:21][C:20]([N:23]4[CH2:27][C@H:26]([CH2:28][C:29](=[O:33])[C:30]([NH2:32])=[O:31])[O:25][CH2:24]4)=[CH:19][C:18]=3[F:34])=[CH:10][CH:9]=2)[O:5][C:6]=1[CH3:7]. Procedure: The same procedure as in Example 1 was conducted, except for adding 4-(4,5-dimethyloxazol-2-yl)-bromobenzene and using (S)-3-(4-trimethylstannyl-3-fluorophenyl)-2-oxo-5-oxazolidinylmethyl acetamide as a starting material, to obtain the title compound. Starting materials: COC1=CC=C(CSC2=CC(=C3N(C2=O)C2(NC3=O)CCCCC2)C)C=C1 (6′-((4-methoxybenzyl)thio)-8′-methyl-2′H-spiro[cyclohexane-1,3′-imidazo[1,5-a]pyridine]-1′,5′-dione), CS(=O)(=O)O (methanesulfonic acid). Solvent: C(Cl)(Cl)Cl (chloroform). Conditions: temperature 50 celsius, time 16 hour. Yields the product SC1=CC(=C2N(C1=O)C1(NC2=O)CCCCC1)C (6′-mercapto-8′-methyl-2′H-spiro[cyclohexane-1,3′-imidazo[1,5-a]pyridine]-1′,5′-dione). RXN SMILES: COC1C=CC(C[S:8][C:9]2[C:14](=[O:15])[N:13]3[C:16]4([CH2:24][CH2:23][CH2:22][CH2:21][CH2:20]4)[NH:17][C:18](=[O:19])[C:12]3=[C:11]([CH3:25])[CH:10]=2)=CC=1.CS(O)(=O)=O>C(Cl)(Cl)Cl>[SH:8][C:9]1[C:14](=[O:15])[N:13]2[C:16]3([CH2:24][CH2:23][CH2:22][CH2:21][CH2:20]3)[NH:17][C:18](=[O:19])[C:12]2=[C:11]([CH3:25])[CH:10]=1. Reported procedure: 6′-((4-Methoxybenzyl)thio)-8′-methyl-2′H-spiro[cyclohexane-1,3′-imidazo[1,5-c]pyridine]-1′,5′-dione (3, 3.3 g, 8.59 mmol) was dissolved in chloroform (20 mL) and methanesulfonic acid (10 mL) was added. The reaction mixture was stirred at 50° C. for 16 h. After completion, solvent was evaporated under reduced pressure. Obtained crude was washed with water (50 mL) followed by ethyl acetate and then dried under reduced pressure to afford 6′-mercapto-8′-methyl-2′H-spiro[cyclohexane-1,3′-imidazo[1,5-... The reactants are C#CCBr, Cn1c(C(F)(F)F)ccc(-c2cc3[nH]c(=O)oc3cc2Cl)c1=O, [H-], [Na+], CN(C)C=O, O. Yields the product C#CCn1c(=O)oc2cc(Cl)c(-c3ccc(C(F)(F)F)n(C)c3=O)cc21. RXN SMILES: [CH2:26]([C:27]#[CH:28])[Br:29].[Cl:1][c:2]1[cH:3][c:4]2[c:5]([nH:6][c:7](=[O:9])[o:8]2)[cH:10][c:11]1-[c:12]1[c:13](=[O:23])[n:14]([CH3:22])[c:15]([C:18]([F:19])([F:20])[F:21])[cH:16][cH:17]1.[H-:24].[Na+:25].[O:31]=[CH:32][N:33]([CH3:34])[CH3:35].[OH2:30]>>[Cl:1][c:2]1[cH:3][c:4]2[c:5]([n:6]([CH2:28][C:27]#[CH:26])[c:7](=[O:9])[o:8]2)[cH:10][c:11]1-[c:12]1[c:13](=[O:23])[n:14]([CH3:22])[c:15]([C:18]([F:19])([F:20])[F:21])[cH:16][cH:17]1. Reactants: C(C)(=O)OCC (Ethyl acetate), C(C)(C)(C)P(C(C)(C)C)C(C)(C)C (Tri-tert-butylphosphine), C[Si](C)(C)[N-][Si](C)(C)C.[Li+] (lithium bis(trimethylsilyl)amide), BrC=1C=C2C=C(N(C2=CC1)CCC1N(CCC1)C)C1=CC=C(C=C1)[N+](=O)[O-] (5-Bromo-1-(2-(1-methylpyrrolidin-2-yl)ethyl)-2-(4-nitrophenyl)-1H-indole). Reagents/catalysts: [Pd].[Pd].C(C1=CC=CC=C1)=CC(=O)C=CC1=CC=CC=C1.C(C1=CC=CC=C1)=CC(=O)C=CC1=CC=CC=C1.C(C1=CC=CC=C1)=CC(=O)C=CC1=CC=CC=C1 (tris(dibenzylideneacetone) dipalladium (0)). Run in O (water), [OH-].[Na+] (sodium hydroxide). Yields the product CN1C(CCC1)CCN1C(=CC2=CC(=CC=C12)N)C1=CC=C(C=C1)[N+](=O)[O-] (1-(2-(1-Methylpyrrolidin-2-yl)ethyl)-2-(4-nitrophenyl)-1H-indol-5-amine). The yield is 24.0%. Reaction SMILES: Br[C:2]1[CH:3]=[C:4]2[C:8](=[CH:9][CH:10]=1)[N:7]([CH2:11][CH2:12][CH:13]1[CH2:17][CH2:16][CH2:15][N:14]1[CH3:18])[C:6]([C:19]1[CH:24]=[CH:23][C:22]([N+:25]([O-:27])=[O:26])=[CH:21][CH:20]=1)=[CH:5]2.C(P(C(C)(C)C)C(C)(C)C)(C)(C)C.C[Si]([N-:45][Si](C)(C)C)(C)C.[Li+].C(OCC)(=O)C>O.[OH-].[Na+].[Pd].[Pd].C(=CC(C=CC1C=CC=CC=1)=O)C1C=CC=CC=1.C(=CC(C=CC1C=CC=CC=1)=O)C1C=CC=CC=1.C(=CC(C=CC1C=CC=CC=1)=O)C1C=CC=CC=1>[CH3:18][N:14]1[CH2:15][CH2:16][CH2:17][CH:13]1[CH2:12][CH2:11][N:7]1[C:8]2[C:4](=[CH:3][C:2]([NH2:45])=[CH:10][CH:9]=2)[CH:5]=[C:6]1[C:19]1[CH:24]=[CH:23][C:22]([N+:25]([O-:27])=[O:26])=[CH:21][CH:20]=1 |f:2.3,6.7,8.9.10.11.12|. Procedure details: Compound 19 (0.5 g, 1.167 mmol) and tris(dibenzylideneacetone) dipalladium (0) (53.4 mg, 0.058 mmol) were charged to an argon-purged flask fitted with a magnetic stirbar and condenser. Anhydrous tetrahydrofuran (15 mL) was added and stirring begun. Tri-tert-butylphosphine (0.358 mL, 0.1167 mmol, 10 wt % in hexanes) and lithium bis(trimethylsilyl)amide solution (3.501 mL, 3.501 mmol, 1.0 M in THF) were added and the mixture heated to reflux for 2 hours. The solution was cooled to room temperature...